From a dataset of the Open Reaction Database (ORD), a public repository of structured organic reaction records. describe an organic reaction: reactants, conditions, products, and yield The reactants are CCCCCCC (heptane), C(C)(=O)OCC (ethyl acetate), C(C1=CC=CC=C1)=[N+](CC1=CC=CC=C1)[O-] (N-benzylidenebenzylamine N-oxide), C(C=C)(=O)OC (methyl acrylate). The solvent is C1(=CC=CC=C1)C (toluene). Product: C(C1=CC=CC=C1)N1OC(CC1C1=CC=CC=C1)C(=O)OC (2-Benzyl-3-phenyl-5-methoxycarbonylisoxazolidine). Yield: 71.0%. As a reaction SMILES: [CH:1](=[N+:8]([O-:16])[CH2:9][C:10]1[CH:15]=[CH:14][CH:13]=[CH:12][CH:11]=1)[C:2]1[CH:7]=[CH:6][CH:5]=[CH:4][CH:3]=1.[C:17]([O:21][CH3:22])(=[O:20])[CH:18]=[CH2:19].CCCCCCC.C(OCC)(=O)C>C1(C)C=CC=CC=1>[CH2:1]([N:8]1[CH:9]([C:10]2[CH:15]=[CH:14][CH:13]=[CH:12][CH:11]=2)[CH2:19][CH:18]([C:17]([O:21][CH3:22])=[O:20])[O:16]1)[C:2]1[CH:7]=[CH:6][CH:5]=[CH:4][CH:3]=1. Reported procedure: A solution of 8.0 g (37.9 mmol) of N-benzylidenebenzylamine N-oxide and 6.69 g (77.7 mmol) of methyl acrylate in 20 ml of toluene is heated under reflux for 12 hours. The reaction mixture is evaporated under reduced pressure to give a pale yellow oil. Flash chromatography (silica gel, 2:1 heptane:ethyl acetate) affords 8.0 g of the title compound as a pale yellow oil. Starting materials: CC(C)(C)[Si](C)(C)Cl, C1CCOC1, CC(C)(C)[O-], C=CC(=O)Cc1ccc(F)cc1, [K+]. Product: C=CC(=Cc1ccc(F)cc1)O[Si](C)(C)C(C)(C)C. Reaction SMILES: [C:19]([CH3:20])([CH3:21])([CH3:22])[Si:23]([CH3:24])([CH3:25])[Cl:26].[CH2:27]1[O:28][CH2:29][CH2:30][CH2:31]1.[CH3:1][C:2]([CH3:3])([O-:4])[CH3:5].[F:7][c:8]1[cH:9][cH:10][c:11]([CH2:14][C:15]([CH:16]=[CH2:17])=[O:18])[cH:12][cH:13]1.[K+:6]>>[F:7][c:8]1[cH:9][cH:10][c:11]([CH:14]=[C:15]([CH:16]=[CH2:17])[O:18][Si:23]([C:19]([CH3:20])([CH3:21])[CH3:22])([CH3:24])[CH3:25])[cH:12][cH:13]1. Starting materials: CC1CN(c2ncc(Cl)cc2Cl)CCN1c1nc2c(Br)cc(C(F)(F)F)cc2[nH]1, CCB(CC)c1cccnc1. The product is CC1CN(c2ncc(Cl)cc2Cl)CCN1c1nc2cc(C(F)(F)F)cc(-c3cccnc3)c2[nH]1. Reaction SMILES: [Br:1][c:2]1[cH:3][c:4]([C:26]([F:27])([F:28])[F:29])[cH:5][c:6]2[nH:7][c:8]([N:11]3[CH:12]([CH3:25])[CH2:13][N:14]([c:17]4[n:18][cH:19][c:20]([Cl:24])[cH:21][c:22]4[Cl:23])[CH2:15][CH2:16]3)[n:9][c:10]12.[CH2:30]([B:31]([CH2:32][CH3:39])[c:33]1[cH:34][n:35][cH:36][cH:37][cH:38]1)[CH3:40]>>[c:2]1(-[c:33]2[cH:34][n:35][cH:36][cH:37][cH:38]2)[cH:3][c:4]([C:26]([F:27])([F:28])[F:29])[cH:5][c:6]2[n:7][c:8]([N:11]3[CH:12]([CH3:25])[CH2:13][N:14]([c:17]4[n:18][cH:19][c:20]([Cl:24])[cH:21][c:22]4[Cl:23])[CH2:15][CH2:16]3)[nH:9][c:10]12. Reactants: C(C)(C)(C)OC(N[C@@H](C)C(=O)F)=O ((S)-(1-Fluorocarbonyl-ethyl)-carbamic Acid tert-butyl Ester), C([O-])(O)=O.[Na+] (sodium bicarbonate), Cl.NCCS (2-aminoethanethiol hydrochloride). Solvent: C(Cl)Cl (CH2Cl2), O (water). Reaction conditions: time 25 minute. The product is 24c, C(C)(C)(C)OC(N[C@@H](C)C(NCCS)=O)=O ((S)-[1-(2-mercapto-ethylcarbamoyl)-ethyl]-carbamic Acid tert-butyl Ester). As a reaction SMILES: C(=O)(O)[O-].[Na+].Cl.[NH2:7][CH2:8][CH2:9][SH:10].[C:11]([O:15][C:16](=[O:23])[NH:17][C@H:18]([C:20](F)=[O:21])[CH3:19])([CH3:14])([CH3:13])[CH3:12]>O.C(Cl)Cl>[C:11]([O:15][C:16](=[O:23])[NH:17][C@H:18]([C:20](=[O:21])[NH:7][CH2:8][CH2:9][SH:10])[CH3:19])([CH3:12])([CH3:13])[CH3:14] |f:0.1,2.3|. Reported procedure: To a 25 mL round-bottom flask charged with a solution of sodium bicarbonate (148.1 mg, 1.76 mmol) in 8.6 mL water was added 2-aminoethanethiol hydrochloride (107.5 mg, 0.95 mmol). To this stirring solution was added dropwise over 60 seconds a solution of 25c (163.5 mg, 0.86 mmol) in 8.6 mL CH2Cl2. The reaction was vigorously stirred for 25 minutes at room temperature, then extracted twice with fresh CH2Cl2. The combined CH2Cl2 extracts were washed once with 5% aqueous HCl, once with 10% aqueous ...